Dataset: the Open Reaction Database (ORD), a public repository of structured organic reaction records. Task: describe an organic reaction: reactants, conditions, products, and yield Starting materials: BrC1=C(C=C2CCNC2=C1)SC (6-Bromo-5-methylthioindoline), N1=CC(=CC=C1)N=C=O (3-pyridylisocyanate). Product: BrC1=C(C=C2CCN(C2=C1)C(NC=1C=NC=CC1)=O)SC (6-Bromo-5-methylthio-1-(3-pyridylcarbamoyl)indoline). Isolated yield 71.0%. As a reaction SMILES: [Br:1][C:2]1[CH:10]=[C:9]2[C:5]([CH2:6][CH2:7][NH:8]2)=[CH:4][C:3]=1[S:11][CH3:12].[N:13]1[CH:18]=[CH:17][CH:16]=[C:15]([N:19]=[C:20]=[O:21])[CH:14]=1>>[Br:1][C:2]1[CH:10]=[C:9]2[C:5]([CH2:6][CH2:7][N:8]2[C:20](=[O:21])[NH:19][C:15]2[CH:14]=[N:13][CH:18]=[CH:17][CH:16]=2)=[CH:4][C:3]=1[S:11][CH3:12]. Procedure: 6-Bromo-5-methylthioindoline (D85) (0.26 g, 1.06 mmol) was treated with 3-pyridylisocyanate as in the procedure described in Example 1. The product was recrystallised from ethanol to afford the title compound (0.27 g, 71%) as a white crystalline solid m.p. 242°-244° C. The reactants are CC1=C2C=C(C(NC2=NC=C1)=O)CC(=O)N(CC(=O)OC)CCNC(=O)OC(C)(C)C (methyl N-((5-methyl-1,8-naphthyridin-2(1H)-on-3-yl)acetyl)-N-(2-(tert-butyloxycarbonyl)aminoethyl)glycinate), [Li+].[OH-] (LiOH), O (water). Run in C1CCOC1 (THF). Run at time 45 minute. Product: CC1=C2C=C(C(NC2=NC=C1)=O)CC(=O)N(CC(=O)O)CCNC(=O)OC(C)(C)C (N-((5-Methyl-1,8-naphthyridin-2(1H)-on-3-yl)acetyl)-N-(2-(tert-butyloxycarbonyl)aminoethyl)glycine). The yield is 51.5%. RXN SMILES: [CH3:1][C:2]1[CH:11]=[CH:10][N:9]=[C:8]2[C:3]=1[CH:4]=[C:5]([CH2:13][C:14]([N:16]([CH2:22][CH2:23][NH:24][C:25]([O:27][C:28]([CH3:31])([CH3:30])[CH3:29])=[O:26])[CH2:17][C:18]([O:20]C)=[O:19])=[O:15])[C:6](=[O:12])[NH:7]2.[Li+].[OH-].O>C1COCC1>[CH3:1][C:2]1[CH:11]=[CH:10][N:9]=[C:8]2[C:3]=1[CH:4]=[C:5]([CH2:13][C:14]([N:16]([CH2:22][CH2:23][NH:24][C:25]([O:27][C:28]([CH3:31])([CH3:30])[CH3:29])=[O:26])[CH2:17][C:18]([OH:20])=[O:19])=[O:15])[C:6](=[O:12])[NH:7]2 |f:1.2|. Reported procedure: To a solution of methyl N-((5-methyl-1,8-naphthyridin-2(1H)-on-3-yl)acetyl)-N-(2-(tert-butyloxycarbonyl)aminoethyl)glycinate (0.72 g, 1.70 mmol) in THF (10 mL) was added LiOH (aqueous, 2M) (2.0 mL). The resulting solution was stirred at rt. for 45 min. then additional water was added, the THF was evaporated in vacuo and the pH of the aqueous solution was adjusted to 3.0. The resulting precipitate was washed with water (2×10 mL), collected by centrifugation and dried in vacuo to yield the desired... Reactants: Cc1cc(C(=O)Cl)c(C)o1, c1ccc(CCCN2CCNCC2)cc1, c1ccccc1. Product: Cl, Cc1cc(C(=O)N2CCN(CCCc3ccccc3)CC2)c(C)o1. RXN SMILES: [CH3:16][c:17]1[o:18][c:19]([CH3:25])[cH:20][c:21]1[C:22](=[O:23])[Cl:24].[c:1]1([CH2:7][CH2:8][CH2:9][N:10]2[CH2:11][CH2:12][NH:13][CH2:14][CH2:15]2)[cH:2][cH:3][cH:4][cH:5][cH:6]1.[cH:26]1[cH:27][cH:28][cH:29][cH:30][cH:31]1>>[ClH:24].[c:1]1([CH2:7][CH2:8][CH2:9][N:10]2[CH2:11][CH2:12][N:13]([C:22]([c:21]3[c:17]([CH3:16])[o:18][c:19]([CH3:25])[cH:20]3)=[O:23])[CH2:14][CH2:15]2)[cH:2][cH:3][cH:4][cH:5][cH:6]1. The reactants are Oc1ccc2ccc(Br)cc2c1, CCOC(C)=O, Cl, N, [NH4+], [NH4+], O, O=S([O-])[O-]. Product: Nc1ccc2ccc(Br)cc2c1. As a reaction SMILES: [Br:1][c:2]1[cH:3][c:4]2[cH:5][c:6]([OH:12])[cH:7][cH:8][c:9]2[cH:10][cH:11]1.[CH3:22][CH2:23][O:24][C:25](=[O:26])[CH3:27].[ClH:21].[NH3:13].[NH4+:19].[NH4+:20].[OH2:14].[S:15]([O-:16])([O-:17])=[O:18]>>[Br:1][c:2]1[cH:3][c:4]2[cH:5][c:6]([NH2:13])[cH:7][cH:8][c:9]2[cH:10][cH:11]1. Starting materials: ClC1=CC=C(CCl)C=C1 (p-chlorobenzyl chloride), C(C1=CC=CC=C1)=NN1C(=NC=C1)CC (1-(benzylidene)amino-2-ethylimidazole). RXN SMILES: [Cl:1][C:2]1[CH:9]=[CH:8][C:5]([CH2:6]Cl)=[CH:4][CH:3]=1.[CH:10](=[N:17][N:18]1[CH:22]=[CH:21][N:20]=[C:19]1[CH2:23][CH3:24])[C:11]1[CH:16]=[CH:15][CH:14]=[CH:13][CH:12]=1>C(#N)C>[Cl-:1].[CH:10](=[N:17][N+:18]1[CH:22]=[CH:21][N:20]([CH2:6][C:5]2[CH:8]=[CH:9][C:2]([Cl:1])=[CH:3][CH:4]=2)[C:19]=1[CH2:23][CH3:24])[C:11]1[CH:12]=[CH:13][CH:14]=[CH:15][CH:16]=1 |f:3.4|. Yields the product [Cl-].C(C1=CC=CC=C1)=N[N+]1=C(N(C=C1)CC1=CC=C(C=C1)Cl)CC (1-(benzylideneamino)-3-(p-chlorobenzyl)-2-ethylimidazolium chloride). Solvent: C(C)#N (acetonitrile). Reported procedure: 1.61 g (10 mmol) of p-chlorobenzyl chloride are added to a solution of 1.99 g (10 mmol) of 1-(benzylidene)amino-2-ethylimidazole in 10 ml of acetonitrile. After heating under reflux for 24 hours the precipitated product is filtered off and recrystallized from ethanol/ether. There is obtained 1-(benzylideneamino)-3-(p-chlorobenzyl)-2-ethylimidazolium chloride of melting point >200°. The reactants are COc1ccc(C=O)cc1C1(Cl)C(=O)Nc2ccc(Cl)cc21, COc1ccc(S(=O)(=O)N2C(=O)C(c3cc(C)ccc3OC)(N3CC(OCC(O)CO)CC3C(=O)N(C)C)c3cc(Cl)ccc32)c(OC(F)(F)F)c1, O=C([O-])C(F)(F)F, CN(C)C(=O)C1CC(O)CN1. Yields the product COc1ccc(C=O)cc1C1(N2CC(O)CC2C(=O)N(C)C)C(=O)Nc2ccc(Cl)cc21. RXN SMILES: [Cl:1][C:2]1([c:13]2[cH:14][c:15]([CH:16]=[O:17])[cH:18][cH:19][c:20]2[O:21][CH3:22])[C:3](=[O:12])[NH:4][c:5]2[cH:6][cH:7][c:8]([Cl:11])[cH:9][c:10]21.[Cl:41][c:42]1[cH:43][c:44]2[c:45]([cH:46][cH:47]1)[N:48]([S:49]([c:50]1[cH:51][cH:52][c:53]([O:54][CH3:55])[cH:56][c:57]1[O:58][C:59]([F:60])([F:61])[F:62])(=[O:63])=[O:64])[C:65](=[O:66])[C:67]2([N:68]1[CH2:69][CH:70]([O:71][CH2:72][CH:73]([OH:74])[CH2:75][OH:76])[CH2:77][CH:78]1[C:79]([N:80]([CH3:81])[CH3:82])=[O:83])[c:84]1[cH:85][c:86]([CH3:87])[cH:88][cH:89][c:90]1[O:91][CH3:92].[O-:34][C:35]([C:36]([F:37])([F:38])[F:39])=[O:40].[OH:23][CH:24]1[CH2:25][CH:26]([C:29](=[O:30])[N:31]([CH3:32])[CH3:33])[NH:27][CH2:28]1>>[C:2]1([c:13]2[cH:14][c:15]([CH:16]=[O:17])[cH:18][cH:19][c:20]2[O:21][CH3:22])([N:27]2[CH:26]([C:29](=[O:30])[N:31]([CH3:32])[CH3:33])[CH2:25][CH:24]([OH:23])[CH2:28]2)[C:3](=[O:12])[NH:4][c:5]2[cH:6][cH:7][c:8]([Cl:11])[cH:9][c:10]21. The reactants are Cl.C(C)N(CCN(C1=CC=C(C=C1)C(C(CC)C1=CC=C(C=C1)OC)(C1=CC=CC=C1)O)S(=O)(=O)C)CC (N-(2-Diethylaminoethyl)-4'-[1-hydroxy-2-(p-methoxyphenyl)-1-phenylbut-1-yl]methanesulfonanilide hydrochloride), Cl (hydrochloric acid). Solvent: C(C)O (ethanol). Yields the product C(C)N(CCN(C1=CC=C(C=C1)C(=C(CC)C1=CC=C(C=C1)OC)C1=CC=CC=C1)S(=O)(=O)C)CC (N-(2-Diethylaminoethyl)-4'-[2-(4-methoxyphenyl)-1-phenyl-1-buten-1-yl]methanesulfonanilide). Isolated yield 75.0%. Reaction SMILES: Cl.[CH2:2]([N:4]([CH2:37][CH3:38])[CH2:5][CH2:6][N:7]([S:33]([CH3:36])(=[O:35])=[O:34])[C:8]1[CH:13]=[CH:12][C:11]([C:14](O)([C:26]2[CH:31]=[CH:30][CH:29]=[CH:28][CH:27]=2)[CH:15]([C:18]2[CH:23]=[CH:22][C:21]([O:24][CH3:25])=[CH:20][CH:19]=2)[CH2:16][CH3:17])=[CH:10][CH:9]=1)[CH3:3].Cl>C(O)C>[CH2:37]([N:4]([CH2:2][CH3:3])[CH2:5][CH2:6][N:7]([S:33]([CH3:36])(=[O:35])=[O:34])[C:8]1[CH:9]=[CH:10][C:11]([C:14]([C:26]2[CH:31]=[CH:30][CH:29]=[CH:28][CH:27]=2)=[C:15]([C:18]2[CH:19]=[CH:20][C:21]([O:24][CH3:25])=[CH:22][CH:23]=2)[CH2:16][CH3:17])=[CH:12][CH:13]=1)[CH3:38] |f:0.1|. Procedure details: N-(2-Diethylaminoethyl)-4'-[1-hydroxy-2-(p-methoxyphenyl)-1-phenylbut-1-yl]methanesulfonanilide hydrochloride (34.5 g., 0.0616 mole) is dissolved in 200 ml. of concentrated hydrochloric acid and 200 ml. ethanol and the solution is refluxed for 1 hr. The ethanol is distilled under reduced pressure and the aqueous residue is basified with 50% aqueous NaOH to pH 11.0. The dehydration product is extracted with ethyl ether and the ether solution is washed with water, saturated sodium chloride, and dr...